From a dataset of the Open Reaction Database (ORD), a public repository of structured organic reaction records. describe an organic reaction: reactants, conditions, products, and yield Product: CCN(C)S(=O)(=O)c1cnc(-c2cnc(N)c(-c3ccc4c(c3)CCNC4=O)c2)cc1C. Reactants: CCN(C)S(=O)(=O)c1cnc([Sn](C)(C)C)cc1C, Nc1ncc(Br)cc1-c1ccc2c(c1)CCNC2=O. As a reaction SMILES: [CH2:1]([CH3:2])[N:3]([S:4](=[O:5])(=[O:6])[c:7]1[cH:8][n:9][c:10]([Sn:14]([CH3:15])([CH3:16])[CH3:17])[cH:11][c:12]1[CH3:13])[CH3:18].[NH2:19][c:20]1[n:21][cH:22][c:23]([Br:37])[cH:24][c:25]1-[c:26]1[cH:27][c:28]2[c:33]([cH:34][cH:35]1)[C:32](=[O:36])[NH:31][CH2:30][CH2:29]2>>[CH2:1]([CH3:2])[N:3]([S:4](=[O:5])(=[O:6])[c:7]1[cH:8][n:9][c:10](-[c:23]2[cH:22][n:21][c:20]([NH2:19])[c:25](-[c:26]3[cH:27][c:28]4[c:33]([cH:34][cH:35]3)[C:32](=[O:36])[NH:31][CH2:30][CH2:29]4)[cH:24]2)[cH:11][c:12]1[CH3:13])[CH3:18]. Starting materials: ClCCCBr, O=C([O-])[O-], CN(C)C=O, Cl, [K+], [K+], CCOC(=O)CCCn1cc(C(=O)c2ccc(OCc3ccc(C)cc3)c(O)c2)c2ccccc21. Yields the product CCOC(=O)CCCn1cc(C(=O)c2ccc(OCc3ccc(C)cc3)c(OCCCCl)c2)c2ccccc21. RXN SMILES: [Br:36][CH2:37][CH2:38][CH2:39][Cl:40].[C:41](=[O:42])([O-:43])[O-:44].[CH3:48][N:49]([CH3:50])[CH:51]=[O:52].[ClH:47].[K+:45].[K+:46].[OH:1][c:2]1[cH:3][c:4]([C:5](=[O:6])[c:7]2[cH:8][n:9]([CH2:16][CH2:17][CH2:18][C:19](=[O:20])[O:21][CH2:22][CH3:23])[c:10]3[cH:11][cH:12][cH:13][cH:14][c:15]23)[cH:24][cH:25][c:26]1[O:27][CH2:28][c:29]1[cH:30][cH:31][c:32]([CH3:35])[cH:33][cH:34]1>>[O:1]([c:2]1[cH:3][c:4]([C:5](=[O:6])[c:7]2[cH:8][n:9]([CH2:16][CH2:17][CH2:18][C:19](=[O:20])[O:21][CH2:22][CH3:23])[c:10]3[cH:11][cH:12][cH:13][cH:14][c:15]23)[cH:24][cH:25][c:26]1[O:27][CH2:28][c:29]1[cH:30][cH:31][c:32]([CH3:35])[cH:33][cH:34]1)[CH2:37][CH2:38][CH2:39][Cl:40]. The reactants are S(=O)(=O)([O-])C=1C=C(C=CC1)P(C1=CC=CC=C1)C1=CC(=CC=C1)S(=O)(=O)[O-] (Bis(3-sulfonatophenyl)phenylphosphine), [Na][Na] (disodium). Yields the product C1=CC(=CC(=C1)S(=O)(=O)[O-])P(C2=CC(=CC=C2)S(=O)(=O)[O-])C3=CC(=CC=C3)S(=O)(=O)[O-].[Na+].[Na+].[Na+] (TPPTS). As a reaction SMILES: [S:1]([C:5]1[CH:6]=[C:7]([P:11]([C:18]2[CH:23]=[CH:22][CH:21]=[C:20]([S:24]([O-:27])(=[O:26])=[O:25])[CH:19]=2)[C:12]2[CH:17]=[CH:16][CH:15]=[CH:14][CH:13]=2)[CH:8]=[CH:9][CH:10]=1)([O-:4])(=[O:3])=[O:2].[Na:28][Na]>>[CH:9]1[CH:10]=[C:5]([S:1]([O-:4])(=[O:3])=[O:2])[CH:6]=[C:7]([P:11]([C:18]2[CH:23]=[CH:22][CH:21]=[C:20]([S:24]([O-:27])(=[O:25])=[O:26])[CH:19]=2)[C:12]2[CH:13]=[CH:14][CH:15]=[C:16]([S:1]([O-:4])(=[O:3])=[O:2])[CH:17]=2)[CH:8]=1.[Na+:28].[Na+:28].[Na+:28] |f:2.3.4.5|. Reported procedure: TPPDS: Bis(3-sulfonatophenyl)phenylphosphine, disodium salt The reactants are ClC=1C(=CC2=C(C(CO2)=O)C1)N1CCCCC1 (5-chloro-6-(piperidin-1-yl)-benzofuran-3(2H)-one). The reagents and catalysts are [Pt]=O (platinum oxide). The solvent is C(C)(=O)OC(C)=O (acetic anhydride), C(C)(=O)O (acetic acid), CO (methanol). Yields the product ClC=1C(=CC2=C(C=CO2)C1)N1CCCCC1 (5-chloro-6-(piperidin-1-yl)-benzofuran). RXN SMILES: [Cl:1][C:2]1[C:3]([N:12]2[CH2:17][CH2:16][CH2:15][CH2:14][CH2:13]2)=[CH:4][C:5]2[O:9][CH2:8][C:7](=O)[C:6]=2[CH:11]=1>C(OC(=O)C)(=O)C.C(O)(=O)C.CO.[Pt]=O>[Cl:1][C:2]1[C:3]([N:12]2[CH2:17][CH2:16][CH2:15][CH2:14][CH2:13]2)=[CH:4][C:5]2[O:9][CH:8]=[CH:7][C:6]=2[CH:11]=1. Procedure details: A solution of 2.51 g (10.0 mmole) of 5-chloro-6-(piperidin-1-yl)-benzofuran-3(2H)-one in 15 ml of acetic anhydride and 15 ml of glacial acetic acid is maintained at 100° for 24 hours. The reaction mixture is subsequently poured onto ice and extracted with methylene chloride. The organic phases are washed with water, combined, dried over sodium sulphate and concentrated in a vacuum rotary evaporator. The crude 3-acetoxy-5-chloro-6-(piperidin-1-yl)-benzofuran so obtained is dissolved in 15 ml of a... Starting materials: O=C([O-])[O-], COC(=O)c1ccc(F)c(CBr)c1, CC(C)=O, [K+], [K+], Oc1ccc(I)cc1. The product is COC(=O)c1ccc(F)c(COc2ccc(I)cc2)c1. As a reaction SMILES: [C:22](=[O:23])([O-:24])[O-:25].[CH3:1][O:2][C:3]([c:4]1[cH:5][c:6]([CH2:11][Br:12])[c:7]([F:10])[cH:8][cH:9]1)=[O:13].[CH3:28][C:29](=[O:30])[CH3:31].[K+:26].[K+:27].[OH:14][c:15]1[cH:16][cH:17][c:18]([I:19])[cH:20][cH:21]1>>[CH3:1][O:2][C:3]([c:4]1[cH:5][c:6]([CH2:11][O:14][c:15]2[cH:16][cH:17][c:18]([I:19])[cH:20][cH:21]2)[c:7]([F:10])[cH:8][cH:9]1)=[O:13]. The solvent is ClCCl (dichloromethane). Reported procedure: To a solution of tert-butyl 3-(4-methoxybenzyl)-6,7,8,9-tetrahydro-3H-pyrazolo[3,4-c]isoquinolin-7-ylcarbamate (3.0 g, 8.8 mmol) in dichloromethane (30 mL) was added trifluoroacetic acid (10 mL). The reaction was stirred at room temperature for 3 hours. The solvent was then removed under reduced pressure to give an oily residue that was triturated in diethyl ether to give a solid. The solid was filtered, washed with diethyl ether and dried under reduced pressure to give the desired product 3-(4-... The yield is 77.4%. Reaction conditions: time 3 hour. Yields the product COC1=CC=C(CN2N=CC3=C2N=CC=2CC(CCC32)N)C=C1 (3-(4-methoxy-benzyl)-6,7,8,9-tetrahydro-3H-pyrazolo[3,4-c]isoquinolin-7-ylamine). Starting materials: COC1=CC=C(CN2N=CC3=C2N=CC=2CC(CCC32)NC(OC(C)(C)C)=O)C=C1 (tert-butyl 3-(4-methoxybenzyl)-6,7,8,9-tetrahydro-3H-pyrazolo[3,4-c]isoquinolin-7-ylcarbamate), FC(C(=O)O)(F)F (trifluoroacetic acid). RXN SMILES: [CH3:1][O:2][C:3]1[CH:30]=[CH:29][C:6]([CH2:7][N:8]2[C:12]3[N:13]=[CH:14][C:15]4[CH2:16][CH:17]([NH:21]C(=O)OC(C)(C)C)[CH2:18][CH2:19][C:20]=4[C:11]=3[CH:10]=[N:9]2)=[CH:5][CH:4]=1.FC(F)(F)C(O)=O>ClCCl>[CH3:1][O:2][C:3]1[CH:4]=[CH:5][C:6]([CH2:7][N:8]2[C:12]3[N:13]=[CH:14][C:15]4[CH2:16][CH:17]([NH2:21])[CH2:18][CH2:19][C:20]=4[C:11]=3[CH:10]=[N:9]2)=[CH:29][CH:30]=1. Starting materials: BrC1=CC=C(C=C1)C(=O)N1CCN(CC1)C1=NC=C(C=C1C)C ((4-bromophenyl)[4-(3,5-dimethylpyridin-2-yl)piperazin-1-yl]methanone), S1(NCCCC1)(=O)=O ([1,2]thiazinane 1,1-dioxide). Yields the product CC=1C(=NC=C(C1)C)N1CCN(CC1)C(=O)C1=CC=C(C=C1)N1S(CCCC1)(=O)=O ([4-(3,5-dimethylpyridin-2-yl)piperazin-1-yl][4-(1,1-dioxo-1λ6-[1,2]thiazinan-2-yl)phenyl]methanone). Isolated yield 55.1%. RXN SMILES: Br[C:2]1[CH:7]=[CH:6][C:5]([C:8]([N:10]2[CH2:15][CH2:14][N:13]([C:16]3[C:21]([CH3:22])=[CH:20][C:19]([CH3:23])=[CH:18][N:17]=3)[CH2:12][CH2:11]2)=[O:9])=[CH:4][CH:3]=1.[S:24]1(=[O:31])(=[O:30])[CH2:29][CH2:28][CH2:27][CH2:26][NH:25]1>>[CH3:22][C:21]1[C:16]([N:13]2[CH2:14][CH2:15][N:10]([C:8]([C:5]3[CH:6]=[CH:7][C:2]([N:25]4[CH2:26][CH2:27][CH2:28][CH2:29][S:24]4(=[O:31])=[O:30])=[CH:3][CH:4]=3)=[O:9])[CH2:11][CH2:12]2)=[N:17][CH:18]=[C:19]([CH3:23])[CH:20]=1. Procedure details: Using (4-bromophenyl)[4-(3,5-dimethylpyridin-2-yl)piperazin-1-yl]methanone (187 mg) described in Preparation Example 165 and [1,2]thiazinane 1,1-dioxide (68 mg) and by the reaction and treatment in the same manner as in Example 1, the title compound (118 mg) was obtained.